The task is: describe an organic reaction: reactants, conditions, products, and yield. This data is from the Open Reaction Database (ORD), a public repository of structured organic reaction records. Starting materials: C(C)(C)(C)OC(NC1CN(C1)CC1=C2C(=NC=C1)N(C(=C2)C2=CN(C1=CC(=C(C=C21)OC)OC)C)S(=O)(=O)C2=CC=C(C=C2)C)=O ({1-[2-(5,6-dimethoxy-1-methyl-1H-indol-3-yl)-1-(toluene-4-sulfonyl)-1H-pyrrolo[2,3-b]pyrid-4-ylmethyl]azetidin-3-yl}carbamic acid tert-butyl ester), [OH-].[K+] (potassium hydroxide). Product: C(C)(C)(C)OC(NC1CN(C1)CC1=C2C(=NC=C1)NC(=C2)C2=CN(C1=CC(=C(C=C21)OC)OC)C)=O ({1-[2-(5,6-dimethoxy-1-methyl-1H-indol-3-yl)-1H-pyrrolo[2,3-b]pyrid-4-ylmethyl]azetidin-3-yl}carbamic acid tert-butyl ester). The yield is 70.7%. Reaction SMILES: [C:1]([O:5][C:6](=[O:46])[NH:7][CH:8]1[CH2:11][N:10]([CH2:12][C:13]2[CH:18]=[CH:17][N:16]=[C:15]3[N:19](S(C4C=CC(C)=CC=4)(=O)=O)[C:20]([C:22]4[C:30]5[C:25](=[CH:26][C:27]([O:33][CH3:34])=[C:28]([O:31][CH3:32])[CH:29]=5)[N:24]([CH3:35])[CH:23]=4)=[CH:21][C:14]=23)[CH2:9]1)([CH3:4])([CH3:3])[CH3:2].[OH-].[K+]>>[C:1]([O:5][C:6](=[O:46])[NH:7][CH:8]1[CH2:9][N:10]([CH2:12][C:13]2[CH:18]=[CH:17][N:16]=[C:15]3[NH:19][C:20]([C:22]4[C:30]5[C:25](=[CH:26][C:27]([O:33][CH3:34])=[C:28]([O:31][CH3:32])[CH:29]=5)[N:24]([CH3:35])[CH:23]=4)=[CH:21][C:14]=23)[CH2:11]1)([CH3:4])([CH3:3])[CH3:2] |f:1.2|. Procedure: {1-[2-(5,6-Dimethoxy-1-methyl-1H-indol-3-yl)-1H-pyrrolo[2,3-b]pyrid-4-ylmethyl]azetidin-3-yl}carbamic acid tert-butyl ester is prepared as described in Example 179a starting with 0.13 g of {1-[2-(5,6-dimethoxy-1-methyl-1H-indol-3-yl)-1-(toluene-4-sulfonyl)-1H-pyrrolo[2,3-b]pyrid-4-ylmethyl]azetidin-3-yl}carbamic acid tert-butyl ester instead of the [2-(5,6-dimethoxy-1-methyl-1H-indol-3-yl)-1-(toluene-4-sulfonyl)-1H-pyrrolo[2,3-b]pyrid-4-ylmethyl](4-trifluoromethylsulfanylbenzyl)amine used in Exa...